From a dataset of the Open Reaction Database (ORD), a public repository of structured organic reaction records. describe an organic reaction: reactants, conditions, products, and yield The reactants are C(C)(C)(C)OC(=O)N1CCN(CC1)C1=CC=C(C=N1)C1=C(N=C2N1N=CC=C2N2CCOCC2)C(=O)OCC (Ethyl 3-(6-(4-(tert-butoxycarbonyl)piperazin-1-yl)pyridin-3-yl)-8-morpholinoimidazo[1,2-b]pyridazine-2-carboxylate), [H-].[H-].[H-].[H-].[Li+].[Al+3] (LiAlH4), C1CCOC1 (THF). Run at temperature 0 celsius, time 1 hour. Product: OCC=1N=C2N(N=CC=C2N2CCOCC2)C1C=1C=CC(=NC1)N1CCN(CC1)C(=O)OC(C)(C)C (tert-Butyl 4-(5-(2-(hydroxymethyl)-8-morpholinoimidazo[1,2-b]pyridazin-3-yl)pyridin-2-yl)piperazine-1-carboxylate). As a reaction SMILES: [C:1]([O:5][C:6]([N:8]1[CH2:13][CH2:12][N:11]([C:14]2[N:19]=[CH:18][C:17]([C:20]3[N:24]4[N:25]=[CH:26][CH:27]=[C:28]([N:29]5[CH2:34][CH2:33][O:32][CH2:31][CH2:30]5)[C:23]4=[N:22][C:21]=3[C:35](OCC)=[O:36])=[CH:16][CH:15]=2)[CH2:10][CH2:9]1)=[O:7])([CH3:4])([CH3:3])[CH3:2].[H-].[H-].[H-].[H-].[Li+].[Al+3].C1COCC1>>[OH:36][CH2:35][C:21]1[N:22]=[C:23]2[C:28]([N:29]3[CH2:30][CH2:31][O:32][CH2:33][CH2:34]3)=[CH:27][CH:26]=[N:25][N:24]2[C:20]=1[C:17]1[CH:16]=[CH:15][C:14]([N:11]2[CH2:12][CH2:13][N:8]([C:6]([O:5][C:1]([CH3:4])([CH3:3])[CH3:2])=[O:7])[CH2:9][CH2:10]2)=[N:19][CH:18]=1 |f:1.2.3.4.5.6|. Procedure details: Compound 20b (2.07 g, 3.85 mmol) was placed in a 100 mL round bottom flask equipped with a stir bar and then the flask was evacuated and backflushed with argon. Dry THF (40 mL) was added via syringe and then the solution was cooled to 0° C. in an ice bath. 1 M LiAlH4 in THF (3.85 mL, 3.85 mmol) was added via syringe and then the ice bath was removed and the reaction was allowed to warm to rt. The reaction was stirred at rt for 1 h and then poured into saturated NH4Cl solution (100 mL). The aqueo... As a reaction SMILES: [OH-].[NH4+:2].Cl[CH2:4][CH:5]=O.[C:7]([O:13][CH2:14][CH3:15])(=[O:12])[CH2:8][C:9]([CH3:11])=O>>[CH2:14]([O:13][C:7]([C:8]1[CH:5]=[CH:4][NH:2][C:9]=1[CH3:11])=[O:12])[CH3:15] |f:0.1|. The reactants are [OH-].[NH4+] (Ammonium hydroxide), ClCC=O (chloroacetaldehyde), C(CC(=O)C)(=O)OCC (ethyl acetoacetate). The product is C(C)OC(=O)C1=C(NC=C1)C (2-Methyl-1H-pyrrole-3-carboxylic acid ethyl ester). Procedure details: Ammonium hydroxide (28 to 30% (HCl titration (as NH3)), 290 mL, 4.3 mol) was added dropwise to a mixture of chloroacetaldehyde (50% wt aqueous solution, 182 mL, 1.43 mol) and ethyl acetoacetate (183 mL, 1.43 mol) at 0° C. The ice bath was removed, and the reaction mixture was stirred at ambient temperature overnight. The reaction mixture was extracted twice with ethyl acetate. The combined organic layers were washed with 2N hydrochloric acid and saturated sodium chloride aqueous solution, dried ... Run at time 8 hour. Yield: 33.4%. Starting materials: C1(CC1)C=1C(=CC(=NC1)C(=O)O)OCC(F)(F)F (5-Cyclopropyl-4-(2,2,2-trifluoro-ethoxy)-pyridine-2-carboxylic acid), NC(C#N)C1(COC1)C (2-amino-2-(3-methyloxetan-3-yl)acetonitrile). The product is C(#N)C(NC(=O)C1=NC=C(C(=C1)OCC(F)(F)F)C1CC1)C1(COC1)C (N-[cyano-(3-methyloxetan-3-yl)methyl]-5-cyclopropyl-4-(2,2,2-trifluoroethoxy)pyridine-2-carboxamide). RXN SMILES: [CH:1]1([C:4]2[C:5]([O:13][CH2:14][C:15]([F:18])([F:17])[F:16])=[CH:6][C:7]([C:10]([OH:12])=O)=[N:8][CH:9]=2)[CH2:3][CH2:2]1.[NH2:19][CH:20]([C:23]1([CH3:27])[CH2:26][O:25][CH2:24]1)[C:21]#[N:22]>>[C:21]([CH:20]([C:23]1([CH3:27])[CH2:26][O:25][CH2:24]1)[NH:19][C:10]([C:7]1[CH:6]=[C:5]([O:13][CH2:14][C:15]([F:18])([F:17])[F:16])[C:4]([CH:1]2[CH2:2][CH2:3]2)=[CH:9][N:8]=1)=[O:12])#[N:22]. Reported procedure: The title compound was synthesized in analogy to Example 112e, using 5-Cyclopropyl-4-(2,2,2-trifluoro-ethoxy)-pyridine-2-carboxylic acid (example 48c) and 2-amino-2-(3-methyloxetan-3-yl)acetonitrile (example 251b) as starting materials and isolated (105 mg, 85%); MS (ESI, m/z): 370.3 (M+H+). The reactants are C(#N)C=1C=C(C=O)C=CC1 (3-cyanobenzaldehyde), C([O-])([O-])=O.[K+].[K+] (potassium carbonate), CNC (dimethylamine), C(C)(=O)O[BH-](OC(C)=O)OC(C)=O.[Na+] (sodium triacetoxyborohydride). Solvent: O1CCCC1 (tetrahydrofuran), C(C)(=O)OCC (ethyl acetate). Reaction conditions: temperature 0 celsius, time 2 hour. Product: CN(C)CC=1C=C(C#N)C=CC1 (3-dimethylaminomethyl-benzonitrile). RXN SMILES: [C:1]([C:3]1[CH:4]=[C:5]([CH:8]=[CH:9][CH:10]=1)[CH:6]=O)#[N:2].[CH3:11][NH:12][CH3:13].C(O[BH-](OC(=O)C)OC(=O)C)(=O)C.[Na+].C(=O)([O-])[O-].[K+].[K+]>O1CCCC1.C(OCC)(=O)C>[CH3:11][N:12]([CH2:6][C:5]1[CH:4]=[C:3]([CH:10]=[CH:9][CH:8]=1)[C:1]#[N:2])[CH3:13] |f:2.3,4.5.6|. Reported procedure: 5.00 g (37.37 mmol) 3-cyanobenzaldehyde and 20.00 ml (40 mmol) dimethylamine (2 molar solution in tetrahydrofuran) are placed in 150 ml of tetrahydrofuran and cooled to 0° C. 12.40 g (81.73 mmol) sodium triacetoxyborohydride are added, then the mixture is stirred for 2 hours at 0° C. and 2 hours at ambient temperature. The reaction mixture is combined with 25 ml of 15% potassium carbonate solution and stirred for 0.5 hours. After the addition of ethyl acetate the mixture is extracted. The organi... The reactants are CN(C=O)C (N,N-dimethylformamide), S(=O)(Cl)Cl (thionyl chloride), ClCCCl (1,2-dichloroethane), N1C(N)=NC=2N=CNC2C1=O (guanine). The solvent is O (water). Conditions: temperature 80 celsius, time 6 hour. The product is white crystal, CN(C)C=NC=1NC(C=2NC=NC2N1)=O (N-dimethylaminomethyleneguanine). Yield: 85.0%. Reaction SMILES: [CH3:1][N:2]([CH3:5])[CH:3]=O.S(Cl)(Cl)=O.ClCCCl.[NH:14]1[C:23](=[O:24])[C:22]2[NH:21][CH:20]=[N:19][C:18]=2[N:17]=[C:15]1[NH2:16]>O>[CH3:1][N:2]([CH:5]=[N:16][C:15]1[NH:14][C:23](=[O:24])[C:22]2[NH:21][CH:20]=[N:19][C:18]=2[N:17]=1)[CH3:3]. Procedure details: 131.6 g (1.8 mol) of N,N-dimethylformamide and 42.8 g (0.36 mol) of thionyl chloride were added to 500 ml of 1,2-dichloroethane, and then 45.3 g (0.3 mol) of guanine (manufactured by Sumika Fine Chemicals Co., Ltd.) was added, followed by stirring at 80° C. for 6 hours. After cooling, the reaction mixture was added to 1000 ml of water to separate out the water layer, and then the water layer was neutralized with sodium hydrogen carbonate. The precipitating crystal was collected by filtration and... The reactants are C1CNC=2C1=C1C=C(NC1=CC2)C(=O)OC (methyl 1,2-dihydro-3H-pyrrolo[3,2-e]indole-7-carboxylate), C(C)(C)(C)OC(=O)N1CCC2=C3C=C(NC3=CC=C21)C(=O)OC (methyl 3-(tert-Butyloxycarbonyl)-1,2-dihydro-3H-pyrrolo[3,2-e]indole-7-carboxylate), CCN(C(C)C)C(C)C (DIPEA). Solvent: CN(C)C=O (DMF). Conditions: temperature 25 celsius, time 1 hour. Product: C(C)(C)(C)OC(=O)N1CCC2=C3C=C(NC3=CC=C21)C(=O)O (3-(tert-butyloxycarbonyl)-1,2-dihydro-3H-pyrrolo[3,2-e]indole-7-carboxylic acid). The yield is 215.0%. Reaction SMILES: C1C2=C3C(=CC=C2NC1)NC(C(OC)=O)=C3.[C:17]([O:21][C:22]([N:24]1[C:35]2[C:27](=[C:28]3[C:32](=[CH:33][CH:34]=2)[NH:31][C:30]([C:36]([O:38]C)=[O:37])=[CH:29]3)[CH2:26][CH2:25]1)=[O:23])([CH3:20])([CH3:19])[CH3:18].CCN(C(C)C)C(C)C>CN(C=O)C>[C:17]([O:21][C:22]([N:24]1[C:35]2[C:27](=[C:28]3[C:32](=[CH:33][CH:34]=2)[NH:31][C:30]([C:36]([OH:38])=[O:37])=[CH:29]3)[CH2:26][CH2:25]1)=[O:23])([CH3:20])([CH3:18])[CH3:19]. Procedure: A solution of 4 (16 mg, 0.015 mmol) and 5 (6.2 mg, 0.02 mmol) in DMF (2 mL) was treated with DIPEA (10 uL). The reaction mixture was stirred for 1 hr at 25° C. The final product was purified by Prep HPLC (SymmetrPrep C18, 7 μm, 19×150 mm column), eluted at 10 ml/min (0.01% TFA in water/acetonitrile) with a gradient: 10% acetonitrile in 5 min, 10% to 50% acetonitrile in 15 min, maintaining 50% acetonitrile in 5 min, 50% to 100% acetonitrile in 5 min, to obtain 6 (13 mg, 75%). MS: calcd for C51H55...